This data is from the Open Reaction Database (ORD), a public repository of structured organic reaction records. The task is: describe an organic reaction: reactants, conditions, products, and yield Reactants: BrC1=CC=C(C=C1)C1=NN(C2=C1CC=1SC=CC21)COCC[Si](C)(C)C (6-(4-Bromo-phenyl)-4-(2-trimethylsilanyl-ethoxymethyl)-4,7-dihydro-1-thia-4,5-diaza-cyclopenta[a]pentalene), C(C)(=O)N (acetamide), C(=O)([O-])[O-].[Cs+].[Cs+] (Cs2CO3), CC1(C2=C(C(=CC=C2)P(C3=CC=CC=C3)C4=CC=CC=C4)OC5=C(C=CC=C51)P(C6=CC=CC=C6)C7=CC=CC=C7)C (Xantphos). The reagents and catalysts are CC(=O)[O-].CC(=O)[O-].[Pd+2] (Pd(OAc)2). Run in O1CCOCC1 (dioxane). Conditions: temperature 100 celsius. The product is C[Si](CCOCN1N=C(C2=C1C=1C=CSC1C2)C2=CC=C(C=C2)NC(C)=O)(C)C (N-{4-[4-(2-Trimethylsilanyl-ethoxymethyl)-4,7-dihydro-1-thia-4,5-diaza-cyclopenta[a]pentalen-6-yl]-phenyl}-acetamide). Isolated yield 71.0%. As a reaction SMILES: Br[C:2]1[CH:7]=[CH:6][C:5]([C:8]2[C:12]3[CH2:13][C:14]4[S:15][CH:16]=[CH:17][C:18]=4[C:11]=3[N:10]([CH2:19][O:20][CH2:21][CH2:22][Si:23]([CH3:26])([CH3:25])[CH3:24])[N:9]=2)=[CH:4][CH:3]=1.[C:27]([NH2:30])(=[O:29])[CH3:28].C([O-])([O-])=O.[Cs+].[Cs+].CC1(C)C2C(=C(P(C3C=CC=CC=3)C3C=CC=CC=3)C=CC=2)OC2C(P(C3C=CC=CC=3)C3C=CC=CC=3)=CC=CC1=2>O1CCOCC1.CC([O-])=O.CC([O-])=O.[Pd+2]>[CH3:24][Si:23]([CH3:26])([CH3:25])[CH2:22][CH2:21][O:20][CH2:19][N:10]1[C:11]2[C:18]3[CH:17]=[CH:16][S:15][C:14]=3[CH2:13][C:12]=2[C:8]([C:5]2[CH:6]=[CH:7][C:2]([NH:30][C:27](=[O:29])[CH3:28])=[CH:3][CH:4]=2)=[N:9]1 |f:2.3.4,7.8.9|. Procedure: A mixture of the corresponding intermediate 6-(4-Bromo-phenyl)-4-(2-trimethylsilanyl-ethoxymethyl)-4,7-dihydro-1-thia-4,5-diaza-cyclopenta[a]pentalene (0.45 g, 1.0 mmol), acetamide (0.15 g, 2.5 mmol), Cs2CO3 (2 M, 3.0 mL), Xantphos (58 mg, 0.1 mmol) and Pd(OAc)2 (22 mg, 0.1 mmol) in dioxane (5 mL) was heated at 100° C. for 8 hr. The solution was cooled to room temperature and extracted with ethyl acetate. The target product was purified by gravity column chromatography (50% EtOAc in hexane) to g... The reactants are C(C)OC(CC1=CN=C2N(C1=O)C=CC=C2COC2=C(C(=C(C=C2)C(C)=O)O)CCC)=O ([9-(4-acetyl-3-hydroxy-2-n-propylphenoxymethyl)-4-oxo-pyrido[1,2-a]pyrimidin-3-yl]acetic acid ethyl ester), aqueous solution, [OH-].[Na+] (sodium hydroxide), Cl (hydrochloric acid). Solvent: C(C)O (ethanol), O (water). Conditions: time 3 hour. Yields the product C(C)(=O)C1=C(C(=C(OCC2=CC=CN3C2=NC=C(C3=O)CC(=O)O)C=C1)CCC)O ([9-(4-acetyl-3-hydroxy-2-n-propylphenoxymethyl)-4-oxo-pyrido[1,2-a]pyrimidin-3-yl]acetic acid). The yield is 77.7%. Reaction SMILES: C([O:3][C:4](=[O:32])[CH2:5][C:6]1[C:11](=[O:12])[N:10]2[CH:13]=[CH:14][CH:15]=[C:16]([CH2:17][O:18][C:19]3[CH:24]=[CH:23][C:22]([C:25](=[O:27])[CH3:26])=[C:21]([OH:28])[C:20]=3[CH2:29][CH2:30][CH3:31])[C:9]2=[N:8][CH:7]=1)C.[OH-].[Na+].Cl>C(O)C.O>[C:25]([C:22]1[CH:23]=[CH:24][C:19]([O:18][CH2:17][C:16]2[C:9]3=[N:8][CH:7]=[C:6]([CH2:5][C:4]([OH:32])=[O:3])[C:11](=[O:12])[N:10]3[CH:13]=[CH:14][CH:15]=2)=[C:20]([CH2:29][CH2:30][CH3:31])[C:21]=1[OH:28])(=[O:27])[CH3:26] |f:1.2|. Procedure: 0.81 g (1.85 mmoles) of [9-(4-acetyl-3-hydroxy-2-n-propylphenoxymethyl)-4-oxo-pyrido[1,2-a]pyrimidin-3-yl]acetic acid ethyl ester and 20 ml (5.00 mmoles) of a 1% aqueous solution of sodium hydroxide were mixed with and dissolved in 30 ml of ethanol, and this mixture was stirred at room temperature for 3 hours. The resulting reaction solution was diluted with an appropriate amount of water and then neutralized with dilute hydrochloric acid. The solid matter which separated out was collected by fi... The reactants are CC(NC(=O)C(O)C(CCCCNC(=O)N1CCOCC1)NC(=O)OCC1(Cc2ccccc2)CCCCC1)c1ccccc1, CC(NC(=O)C(O)C(CCCCNC(=O)N1CCOCC1)NC(=O)OCC1(Cc2ccc(F)cc2)CCC1)c1ccccc1. Product: CC(NC(=O)C(=O)C(CCCCNC(=O)N1CCOCC1)NC(=O)OCC1(Cc2ccc(F)cc2)CCC1)c1ccccc1. Reaction SMILES: [CH2:45]([C:46]1([CH2:47][O:48][C:49](=[O:50])[NH:51][CH:52]([CH:53]([OH:54])[C:55](=[O:56])[NH:57][CH:58]([c:59]2[cH:60][cH:61][cH:62][cH:63][cH:64]2)[CH3:65])[CH2:66][CH2:67][CH2:68][CH2:69][NH:70][C:71]([N:72]2[CH2:73][CH2:74][O:75][CH2:76][CH2:77]2)=[O:78])[CH2:79][CH2:80][CH2:81][CH2:82][CH2:83]1)[c:84]1[cH:85][cH:86][cH:87][cH:88][cH:89]1.[F:1][c:2]1[cH:3][cH:4][c:5]([CH2:6][C:7]2([CH2:11][O:12][C:13]([NH:14][CH:15]([CH2:16][CH2:17][CH2:18][CH2:19][NH:20][C:21](=[O:22])[N:23]3[CH2:24][CH2:25][O:26][CH2:27][CH2:28]3)[CH:29]([C:30]([NH:31][CH:32]([CH3:33])[c:34]3[cH:35][cH:36][cH:37][cH:38][cH:39]3)=[O:40])[OH:41])=[O:42])[CH2:8][CH2:9][CH2:10]2)[cH:43][cH:44]1>>[F:1][c:2]1[cH:3][cH:4][c:5]([CH2:6][C:7]2([CH2:11][O:12][C:13]([NH:14][CH:15]([CH2:16][CH2:17][CH2:18][CH2:19][NH:20][C:21](=[O:22])[N:23]3[CH2:24][CH2:25][O:26][CH2:27][CH2:28]3)[C:29]([C:30]([NH:31][CH:32]([CH3:33])[c:34]3[cH:35][cH:36][cH:37][cH:38][cH:39]3)=[O:40])=[O:41])=[O:42])[CH2:8][CH2:9][CH2:10]2)[cH:43][cH:44]1. The reactants are COC(C1=CC(=NC(=C1)Cl)Cl)=O (2,6-dichloro-isonicotinic acid methyl ester), CNCCC (methylpropyl-amine), C([O-])([O-])=O.[Cs+].[Cs+] (cesium carbonate), C1(=CC=CC=C1)P(C1=C(C2=CC=CC=C2C=C1)C1=C(C=CC2=CC=CC=C12)P(C1=CC=CC=C1)C1=CC=CC=C1)C1=CC=CC=C1 (racemic-2,2′-bis(diphenylphosphino)-1,1′-binaphthyl). The reagents and catalysts are C(C)(=O)[O-].[Pd+2].C(C)(=O)[O-] (palladium acetate). Solvent: C1(=CC=CC=C1)C (toluene). Run at temperature 80 celsius. Product: COC(C1=CC(=NC(=C1)N(CCC)C)Cl)=O (2-Chloro-6-(methylpropylamino)-isonicotinic acid methyl ester). The yield is 14.2%. RXN SMILES: [CH3:1][O:2][C:3](=[O:12])[C:4]1[CH:9]=[C:8]([Cl:10])[N:7]=[C:6](Cl)[CH:5]=1.[CH3:13][NH:14][CH2:15][CH2:16][CH3:17].C(=O)([O-])[O-].[Cs+].[Cs+].C1(P(C2C=CC=CC=2)C2C=CC3C(=CC=CC=3)C=2C2C3C(=CC=CC=3)C=CC=2P(C2C=CC=CC=2)C2C=CC=CC=2)C=CC=CC=1>C1(C)C=CC=CC=1.C([O-])(=O)C.[Pd+2].C([O-])(=O)C>[CH3:1][O:2][C:3](=[O:12])[C:4]1[CH:5]=[C:6]([N:14]([CH3:13])[CH2:15][CH2:16][CH3:17])[N:7]=[C:8]([Cl:10])[CH:9]=1 |f:2.3.4,7.8.9|. Reported procedure: Mix 2,6-dichloro-isonicotinic acid methyl ester (5 g, 24.2 mmol), methylpropyl-amine (3.2 g, 23.06 mmol), cesium carbonate (10 g, 31.2 mmol), racemic-2,2′-bis(diphenylphosphino)-1,1′-binaphthyl (1.5 g, 2.43 mmol), and palladium acetate (0.27 g, 1.21 mmol) in toluene (50 mL). Degas with argon, seal the vessel and heat at 80° C. for 16 h. Cool to room temperature and dilute with diethyl ether (50 mL). Filter through a filtering agent, concentrate, and purify (silica gel chromatography, eluting wit... Reactants: C(=S)(Cl)Cl (thiophosgene), NC=1C=C2C(=NC=NC2=CC1OC)NC1=CC(=C(C=C1)F)Cl (6-amino4-(3-chloro-4-fluoroanilino)-7-methoxyquinazoline). Solvent: Cl (hydrochloric acid). Reaction conditions: time 16 hour. Yields the product ClC=1C=C(NC2=NC=NC3=CC(=C(C=C23)N=C=S)OC)C=CC1F (4-(3-chloro-4-fluoroanilino)-6-isothiocyanato-7-methoxyquinazoline). Reaction SMILES: [C:1](Cl)(Cl)=[S:2].[NH2:5][C:6]1[CH:7]=[C:8]2[C:13](=[CH:14][C:15]=1[O:16][CH3:17])[N:12]=[CH:11][N:10]=[C:9]2[NH:18][C:19]1[CH:24]=[CH:23][C:22]([F:25])=[C:21]([Cl:26])[CH:20]=1>Cl>[Cl:26][C:21]1[CH:20]=[C:19]([CH:24]=[CH:23][C:22]=1[F:25])[NH:18][C:9]1[C:8]2[C:13](=[CH:14][C:15]([O:16][CH3:17])=[C:6]([N:5]=[C:1]=[S:2])[CH:7]=2)[N:12]=[CH:11][N:10]=1. Reported procedure: After repetition of the previous steps, thiophosgene (0.5 ml) was added dropwise to a stirred solution of 6-amino4-(3-chloro-4-fluoroanilino)-7-methoxyquinazoline (1.65 g) in 2N aqueous hydrochloric acid (45 ml). The mixture was stirred at ambient temperature for 16 hours. The precipitate was isolated and dried to give 4-(3-chloro-4-fluoroanilino)-6-isothiocyanato-7-methoxyquinazoline which was used without further purification.